Task: describe an organic reaction: reactants, conditions, products, and yield. Dataset: the Open Reaction Database (ORD), a public repository of structured organic reaction records The reactants are C(C)(C)(C)[Si](O[C@@H]1CC[C@H](CC1)N1C(N(CC=2C1=NC(=NC2)Cl)C2=CC=C(C=C2)OC)=O)(C)C (1-[trans-4-(tert-butyl-dimethyl-silanyloxy)-cyclohexyl]-7-chloro-3-(4-methoxy-phenyl)-3,4-dihydro-1H-pyrimido[4,5-d]pyrimidin-2-one), NC=1C=C(C(=CC1)OC)OC (4-amino-veratrole). The solvent is CC(C)O (2-propanol). Reaction conditions: temperature 160 celsius. Yields the product C(C)(C)(C)[Si](O[C@@H]1CC[C@H](CC1)N1C(N(CC=2C1=NC(=NC2)NC2=CC(=C(C=C2)OC)OC)C2=CC=C(C=C2)OC)=O)(C)C (1-[trans-4-(tert-butyl-dimethyl-silanyloxy)-cyclohexyl]-3-(4-methoxy-phenyl)-7-(3,4-dimethoxy-phenylamino)-3,4-dihydro-1H-pyrimido[4,5-d]pyrimidin-2-one). As a reaction SMILES: [C:1]([Si:5]([CH3:34])([CH3:33])[O:6][C@H:7]1[CH2:12][CH2:11][C@H:10]([N:13]2[C:18]3=[N:19][C:20](Cl)=[N:21][CH:22]=[C:17]3[CH2:16][N:15]([C:24]3[CH:29]=[CH:28][C:27]([O:30][CH3:31])=[CH:26][CH:25]=3)[C:14]2=[O:32])[CH2:9][CH2:8]1)([CH3:4])([CH3:3])[CH3:2].[NH2:35][C:36]1[CH:37]=[C:38]([O:44][CH3:45])[C:39]([O:42][CH3:43])=[CH:40][CH:41]=1>CC(O)C>[C:1]([Si:5]([CH3:34])([CH3:33])[O:6][C@H:7]1[CH2:12][CH2:11][C@H:10]([N:13]2[C:18]3=[N:19][C:20]([NH:35][C:36]4[CH:41]=[CH:40][C:39]([O:42][CH3:43])=[C:38]([O:44][CH3:45])[CH:37]=4)=[N:21][CH:22]=[C:17]3[CH2:16][N:15]([C:24]3[CH:29]=[CH:28][C:27]([O:30][CH3:31])=[CH:26][CH:25]=3)[C:14]2=[O:32])[CH2:9][CH2:8]1)([CH3:4])([CH3:3])[CH3:2]. Procedure: A mixture of 1-[trans-4-(tert-butyl-dimethyl-silanyloxy)-cyclohexyl]-7-chloro-3-(4-methoxy-phenyl)-3,4-dihydro-1H-pyrimido[4,5-d]pyrimidin-2-one (0.20 g, 0.40 mmol) (from Example 19a supra) and 4-amino-veratrole (80.0 mg, 0.52 mmol) (Aldrich) in 2-propanol (4 mL) was placed in a microwave reactor (SmithSynthesizer™). The reaction mixture was heated at 160° C. for 10 minutes. After cooling, it was concentrated under reduced pressure. The residue was purified by flash chromatography eluting with e... The reactants are O (water), ClC1=CC=C(C(C(=O)OC)=C1)O (methyl 5-chlorosalicylate), C(=O)([O-])[O-].[K+].[K+] (K2CO3), BrC1C=CCCC1 (3-bromocyclohexene). Run in CN(C)C=O (DMF). Run at temperature 90 celsius, time 8 hour. Yields the product C1=CC(CCC1)OC1=C(C(=O)OC)C=C(C=C1)Cl (methyl 2-(cyclohexen-3-yloxy)-5-chlorobenzoate). Reaction SMILES: [Cl:1][C:2]1[CH:11]=[C:6]([C:7]([O:9][CH3:10])=[O:8])[C:5]([OH:12])=[CH:4][CH:3]=1.C([O-])([O-])=O.[K+].[K+].Br[CH:20]1[CH2:25][CH2:24][CH2:23][CH:22]=[CH:21]1.O>CN(C=O)C>[CH:20]1[CH2:25][CH2:24][CH2:23][CH:22]([O:12][C:5]2[CH:4]=[CH:3][C:2]([Cl:1])=[CH:11][C:6]=2[C:7]([O:9][CH3:10])=[O:8])[CH:21]=1 |f:1.2.3|. Reported procedure: A mixture of 18.6 g of methyl 5-chlorosalicylate, 28 g of K2CO3 and 20 g of 3-bromocyclohexene in 200 ml of DMF is stirred at 90° C. overnight. The mixture is then Poured into water, extracted with ethyl acetate, washed with water, dried over magnesium sulfate and evaporated to dryness to obtain crude product. This is purified by flash chromatography using hexane as the eluent to give pure methyl 2-(cyclohexen-3-yloxy)-5-chlorobenzoate as the first fraction which is used directly in the next ste... Reactants: BrC=1C=C(C(=O)O)C=C(C1)[N+](=O)[O-] (3-bromo-5-nitrobenzoic acid), S(O)(O)(=O)=O (sulfuric acid), CO (methanol). Conditions: temperature 0 celsius. Yields the product BrC=1C=C(C(=O)OC)C=C(C1)[N+](=O)[O-] (Methyl 3-bromo-5-nitrobenzoate). Yield: 95.0%. Reaction SMILES: [Br:1][C:2]1[CH:3]=[C:4]([CH:8]=[C:9]([N+:11]([O-:13])=[O:12])[CH:10]=1)[C:5]([OH:7])=[O:6].S(=O)(=O)(O)O.[CH3:19]O>>[Br:1][C:2]1[CH:3]=[C:4]([CH:8]=[C:9]([N+:11]([O-:13])=[O:12])[CH:10]=1)[C:5]([O:7][CH3:19])=[O:6]. Reported procedure: A solution of 3-bromo-5-nitrobenzoic acid (15.4 g, 62.6 mmol) in methanol (120 mL) and sulfuric acid (1.7 mL, 31 mmol) was heated to reflux overnight. After cooling to 0° C. for 0.5 h, the precipitated solid was filtered to give the desired product as a white solid (15.5 g, 95%). LCMS for C8H7BrNO4 (M+H)+: m/z=260.0, 262.0.